Dataset: the Open Reaction Database (ORD), a public repository of structured organic reaction records. Task: describe an organic reaction: reactants, conditions, products, and yield The reactants are BrC1=C(SC(=C1C)C1=CC=C(C=C1)OC)C1OCCO1 (2-[3-Bromo-5-(4-methoxyphenyl)-4-methylthien-2-yl]-1,3-dioxolane), FC=1C=C(C=CC1OC)B(O)O (3-fluoro-4-methoxyphenylboronic acid). Product: FC=1C=C(C=CC1O)C1=C(SC(=C1C)C1=CC=C(C=C1)O)C=O (3-(3-Fluoro-4-hydroxyphenyl)-5-(4-hydroxyphenyl)-4-methyl-2-thiophenecarbaldehyde). Yield: 60.9%. Reaction SMILES: Br[C:2]1[C:6]([CH3:7])=[C:5]([C:8]2[CH:13]=[CH:12][C:11]([O:14]C)=[CH:10][CH:9]=2)[S:4][C:3]=1[CH:16]1[O:20]CCO1.[F:21][C:22]1[CH:23]=[C:24](B(O)O)[CH:25]=[CH:26][C:27]=1[O:28]C>>[F:21][C:22]1[CH:23]=[C:24]([C:2]2[C:6]([CH3:7])=[C:5]([C:8]3[CH:9]=[CH:10][C:11]([OH:14])=[CH:12][CH:13]=3)[S:4][C:3]=2[CH:16]=[O:20])[CH:25]=[CH:26][C:27]=1[OH:28]. Procedure: Starting from 2-[3-bromo-5-(4-methoxyphenyl)-4-methylthien-2-yl]-1,3-dioxolane (1.1 g, 3.0 mmol, made in Example 1, Step 1) and substituting 3-fluoro-4-methoxyphenylboronic acid (0.56 g, 3.3 mmol) in place of 3-methoxyphenylboronic acid (Step 2), the title compound (0.60 g, 97%, m.p. 223-26° C.) was synthesized in essentially the same manner as described in Example 1, Steps 2-4.